From a dataset of the Open Reaction Database (ORD), a public repository of structured organic reaction records. describe an organic reaction: reactants, conditions, products, and yield Reactants: O[C@@H](CN1C(=NC(=C1)C(=O)O)C)C ((R)-1-(2-hydroxypropyl)-2-methyl-1H-imidazole-4-carboxylic acid), N[C@H](CN1N=C(C=C1)C1=CC(=C(C#N)C=C1)Cl)C ((S)-4-(1-(2-aminopropyl)-1H-pyrazol-3-yl)-2-chloro-benzonitrile), CN(C)C=O (DMF). Run in C(Cl)Cl (DCM). The product is ClC=1C=C(C=CC1C#N)C1=NN(C=C1)C[C@H](C)NC(=O)C=1N=C(N(C1)C[C@@H](C)O)C (N—((S)-1-(3-(3-Chloro-4-cyanophenyl)-1H-pyrazol-1-yl)propan-2-yl)-1-((R)-2-hydroxypropyl)-2-methyl-1H-imidazole-4-carboxamide). Yield: 76.8%. Reaction SMILES: [OH:1][C@H:2]([CH3:13])[CH2:3][N:4]1[CH:8]=[C:7]([C:9]([OH:11])=O)[N:6]=[C:5]1[CH3:12].[NH2:14][C@@H:15]([CH3:31])[CH2:16][N:17]1[CH:21]=[CH:20][C:19]([C:22]2[CH:29]=[CH:28][C:25]([C:26]#[N:27])=[C:24]([Cl:30])[CH:23]=2)=[N:18]1.CN(C=O)C>C(Cl)Cl>[Cl:30][C:24]1[CH:23]=[C:22]([C:19]2[CH:20]=[CH:21][N:17]([CH2:16][C@@H:15]([NH:14][C:9]([C:7]3[N:6]=[C:5]([CH3:12])[N:4]([CH2:3][C@H:2]([OH:1])[CH3:13])[CH:8]=3)=[O:11])[CH3:31])[N:18]=2)[CH:29]=[CH:28][C:25]=1[C:26]#[N:27]. Reported procedure: The title compound was prepared using the procedure described in Example 3(h) starting from (R)-1-(2-hydroxypropyl)-2-methyl-1H-imidazole-4-carboxylic acid (1.059 mmol, 195 mg) and (S)-4-(1-(2-aminopropyl)-1H-pyrazol-3-yl)-2-chloro-benzonitrile (0.882 mmol, 230 mg) using DMF (2 ml) as the solvent. DCM was added and evaporated. The residue was purified by flash chromatography. The product was further purified by dissolving it in MeOH/DCM and washing twice with 1 M NaHCO3. The separated organic ph... Starting materials: CC(C#N)c1cccc(C(=O)O)c1, CN(C)C=O, CN1CCCC1=O, O=C(Cl)C(=O)Cl, COc1ccc(N)cc1Oc1ccc2nc(NC(=O)C3CC3)cn2n1, C1CCOC1. The product is COc1ccc(NC(=O)c2cccc(C(C)C#N)c2)cc1Oc1ccc2nc(NC(=O)C3CC3)cn2n1. RXN SMILES: [C:1](#[N:2])[CH:3]([CH3:4])[c:5]1[cH:6][c:7]([C:8](=[O:9])[OH:10])[cH:11][cH:12][cH:13]1.[CH3:20][N:21]([CH3:22])[CH:23]=[O:24].[CH3:50][N:51]1[CH2:52][CH2:53][CH2:54][C:55]1=[O:56].[Cl:14][C:15]([C:16]([Cl:17])=[O:18])=[O:19].[NH2:25][c:26]1[cH:27][cH:28][c:29]([O:48][CH3:49])[c:30]([O:31][c:32]2[cH:33][cH:34][c:35]3[n:36]([n:37]2)[cH:38][c:39]([NH:41][C:42](=[O:43])[CH:44]2[CH2:45][CH2:46]2)[n:40]3)[cH:47]1.[O:57]1[CH2:58][CH2:59][CH2:60][CH2:61]1>>[C:1](#[N:2])[CH:3]([CH3:4])[c:5]1[cH:6][c:7]([C:8](=[O:10])[NH:25][c:26]2[cH:27][cH:28][c:29]([O:48][CH3:49])[c:30]([O:31][c:32]3[cH:33][cH:34][c:35]4[n:36]([n:37]3)[cH:38][c:39]([NH:41][C:42](=[O:43])[CH:44]3[CH2:45][CH2:46]3)[n:40]4)[cH:47]2)[cH:11][cH:12][cH:13]1.